This data is from the Open Reaction Database (ORD), a public repository of structured organic reaction records. The task is: describe an organic reaction: reactants, conditions, products, and yield Starting materials: Cl.C[C@H]1N(CCC1)CCCOC1=CC=C(C=C1)N1N=CC(=C1)C(=O)O (1-(4-{3-[(2R)-2-methylpyrrolidin-1-yl]propoxy}phenyl)-1H-pyrazole-4-carboxylic acid hydrochloride), N (ammonia), C([O-])(O)=O.[Na+] (sodium bicarbonate), O.ON1N=NC2=C1C=CC=C2 (1-hydroxybenzotriazole monohydrate), Cl.C(C)N=C=NCCCN(C)C (1-ethyl-3-(3-dimethylaminopropyl)carbodiimide hydrochloride). The solvent is O (water), CN(C=O)C (N,N-dimethylformamide). Reaction conditions: time 5 minute. Product: C[C@H]1N(CCC1)CCCOC1=CC=C(C=C1)N1N=CC(=C1)C(=O)N (1-(4-{3-[(2R)-2-methylpyrrolidin-1-yl]propoxy}phenyl)-1H-pyrazole-4-carboxamide). Reaction SMILES: Cl.[CH3:2][C@@H:3]1[CH2:7][CH2:6][CH2:5][N:4]1[CH2:8][CH2:9][CH2:10][O:11][C:12]1[CH:17]=[CH:16][C:15]([N:18]2[CH:22]=[C:21]([C:23]([OH:25])=O)[CH:20]=[N:19]2)=[CH:14][CH:13]=1.O.O[N:28]1C2C=CC=CC=2N=N1.Cl.C(N=C=NCCCN(C)C)C.N.C(=O)(O)[O-].[Na+]>CN(C)C=O.O>[CH3:2][C@@H:3]1[CH2:7][CH2:6][CH2:5][N:4]1[CH2:8][CH2:9][CH2:10][O:11][C:12]1[CH:17]=[CH:16][C:15]([N:18]2[CH:22]=[C:21]([C:23]([NH2:28])=[O:25])[CH:20]=[N:19]2)=[CH:14][CH:13]=1 |f:0.1,2.3,4.5,7.8|. Reported procedure: To a suspension of 1-(4-{3-[(2R)-2-methylpyrrolidin-1-yl]propoxy}phenyl)-1H-pyrazole-4-carboxylic acid hydrochloride obtained in Example 2-(1) (1.08 g) in N,N-dimethylformamide (11 mL), 1-hydroxybenzotriazole monohydrate (0.539 g) was added at room temperature and stirred for 5 minutes. To the reaction mixture, 1-ethyl-3-(3-dimethylaminopropyl)carbodiimide hydrochloride (0.679 g) was added and stirred at room temperature for 30 minutes, followed by addition of aqueous ammonia (25%, 0.702 g) and ... Starting materials: C(C)(C)(C)OC(NCC=1N(C(C2=CC=C(C=C2C1OCCCC)C1=NN=NN1)=O)CC(C)C)=O (Tert-butyl[4-butoxy-2-isobutyl-1-oxo-6-(1H-tetrazol-5-yl)-1,2-dihydro-3-isoquinolinyl]methylcarbamate), Cl (hydrogen chloride). The solvent is C(C)(=O)OCC (ethyl acetate). Conditions: time 1 hour. The product is Cl.NCC=1N(C(C2=CC=C(C=C2C1OCCCC)C1=NN=NN1)=O)CC(C)C (3-(aminomethyl)-4-butoxy-2-isobutyl-6-(1H-tetrazol-5-yl)-1(2H)-isoquinolinone hydrochloride). Isolated yield 92.7%. As a reaction SMILES: C(OC(=O)[NH:7][CH2:8][C:9]1[N:10]([CH2:30][CH:31]([CH3:33])[CH3:32])[C:11](=[O:29])[C:12]2[C:17]([C:18]=1[O:19][CH2:20][CH2:21][CH2:22][CH3:23])=[CH:16][C:15]([C:24]1[NH:28][N:27]=[N:26][N:25]=1)=[CH:14][CH:13]=2)(C)(C)C.[ClH:35]>C(OCC)(=O)C>[ClH:35].[NH2:7][CH2:8][C:9]1[N:10]([CH2:30][CH:31]([CH3:32])[CH3:33])[C:11](=[O:29])[C:12]2[C:17]([C:18]=1[O:19][CH2:20][CH2:21][CH2:22][CH3:23])=[CH:16][C:15]([C:24]1[NH:28][N:27]=[N:26][N:25]=1)=[CH:14][CH:13]=2 |f:3.4|. Reported procedure: Tert-butyl[4-butoxy-2-isobutyl-1-oxo-6-(1H-tetrazol-5-yl)-1,2-dihydro-3-isoquinolinyl]methylcarbamate (0.47 g, 1 mmol) was dissolved in a solution of 4N hydrogen chloride in ethyl acetate (5 ml) and the mixture was stirred at room temperature for 1 h. The reaction was concentrated under reduced pressure and the obtained crystals crystallized from methanol-diethyl ether to give 3-(aminomethyl)-4-butoxy-2-isobutyl-6-(1H-tetrazol-5-yl)-1(2H)-isoquinolinone hydrochloride (0.38 g, 92.7%) as crystals. Starting materials: CC(C)OC=1C=C(C=C2C=C(NC12)C(=O)N)OC1=NC=C(C=C1)S(=O)(=O)C (7-(1-methylethoxy)-5-{[5-(methylsulfonyl)pyridin-2-yl]oxy}-1H-indole-2-carboxamide), COC=1C=CC(=CC1)P2(=S)SP(=S)(S2)C=3C=CC(=CC3)OC (Lawesson's reagent), C(C#CC)(=O)OCC (ethyl 2-butynoate), C(CCC)P(CCCC)CCCC (tributylphosphine). Solvent: O1CCCC1 (tetrahydrofuran), O1CCCC1 (tetrahydrofuran). Run at temperature 65 celsius, time 1 hour. Product: CC(C)OC=1C=C(C=C2C=C(NC12)C=1SC(CN1)CC(=O)OCC)OC1=NC=C(C=C1)S(=O)(=O)C (Ethyl {2-[7-(1-methylethoxy)-5-{[5-(methylsulfonyl)pyridin-2-yl]oxy}-1H-indol-2-yl]-4,5-dihydro-1,3-thiazol-5-yl}acetate). Yield: 44.4%. Reaction SMILES: [CH3:1][CH:2]([O:4][C:5]1[CH:6]=[C:7]([O:17][C:18]2[CH:23]=[CH:22][C:21]([S:24]([CH3:27])(=[O:26])=[O:25])=[CH:20][N:19]=2)[CH:8]=[C:9]2[C:13]=1[NH:12][C:11]([C:14]([NH2:16])=O)=[CH:10]2)[CH3:3].COC1C=CC(P2(SP(C3C=CC(OC)=CC=3)(=S)S2)=[S:37])=CC=1.[C:50]([O:55][CH2:56][CH3:57])(=[O:54])[C:51]#[C:52][CH3:53].C(P(CCCC)CCCC)CCC>O1CCCC1>[CH3:3][CH:2]([O:4][C:5]1[CH:6]=[C:7]([O:17][C:18]2[CH:23]=[CH:22][C:21]([S:24]([CH3:27])(=[O:26])=[O:25])=[CH:20][N:19]=2)[CH:8]=[C:9]2[C:13]=1[NH:12][C:11]([C:14]1[S:37][CH:52]([CH2:51][C:50]([O:55][CH2:56][CH3:57])=[O:54])[CH2:53][N:16]=1)=[CH:10]2)[CH3:1]. Procedure: A mixture of 7-(1-methylethoxy)-5-{[5-(methylsulfonyl)pyridin-2-yl]oxy}-1H-indole-2-carboxamide (2.0 g), Lawesson's reagent (2.27 g) and tetrahydrofuran (70 mL) was stirred at 65° C. for 1 h. The mixture was concentrated in vacuo. Toluene and diisopropyl ether were added to the residue to give crystals. The crystals were collected by filtration and washed with toluene-diisopropyl ether to give yellow crystals. A mixture of the crystals, ethyl 2-butynoate (1.44 g), tributylphosphine (1.03 g) and ... Starting materials: C1(=CC=CC=C1)C1=NN=C(S1)C=1C=C2C(=CN(C2=CC1)S(=O)(=O)C1=CC=C(C)C=C1)B(O)O (5-(5-phenyl-1,3,4-thiadiazol-2-yl)-1-tosyl-1H-indol-3-ylboronic acid), BrC1=NC(=CN=C1)C1CC1 (2-bromo-6-cyclopropylpyrazine), P(=O)([O-])([O-])[O-].[K+].[K+].[K+] (potassium phosphate). The reagents and catalysts are C=1C=CC(=CC1)/C=C/C(=O)/C=C/C2=CC=CC=C2.C=1C=CC(=CC1)/C=C/C(=O)/C=C/C2=CC=CC=C2.C=1C=CC(=CC1)/C=C/C(=O)/C=C/C2=CC=CC=C2.[Pd].[Pd] (Pd2(dba)3), C1(CCCCC1)P(C1=C(C=CC=C1)C1=C(C=C(C=C1C(C)C)C(C)C)C(C)C)C1CCCCC1 (dicyclohexyl(2′,4′,6′-triisopropylbiphenyl-2-yl)phosphine). Reaction conditions: temperature 130 celsius. Product: C1(CC1)C1=CN=CC(=N1)C1=CN(C2=CC=C(C=C12)C=1SC(=NN1)C1=CC=CC=C1)S(=O)(=O)C1=CC=C(C)C=C1 (2-(3-(6-cyclopropylpyrazin-2-yl)-1-tosyl-1H-indol-5-yl)-5-phenyl-1,3,4-thiadiazole). The yield is 67.5%. As a reaction SMILES: [C:1]1([C:7]2[S:11][C:10]([C:12]3[CH:13]=[C:14]4[C:18](=[CH:19][CH:20]=3)[N:17]([S:21]([C:24]3[CH:30]=[CH:29][C:27]([CH3:28])=[CH:26][CH:25]=3)(=[O:23])=[O:22])[CH:16]=[C:15]4B(O)O)=[N:9][N:8]=2)[CH:6]=[CH:5][CH:4]=[CH:3][CH:2]=1.Br[C:35]1[CH:40]=[N:39][CH:38]=[C:37]([CH:41]2[CH2:43][CH2:42]2)[N:36]=1.P([O-])([O-])([O-])=O.[K+].[K+].[K+]>C1C=CC(/C=C/C(/C=C/C2C=CC=CC=2)=O)=CC=1.C1C=CC(/C=C/C(/C=C/C2C=CC=CC=2)=O)=CC=1.C1C=CC(/C=C/C(/C=C/C2C=CC=CC=2)=O)=CC=1.[Pd].[Pd].C1(P(C2CCCCC2)C2C=CC=CC=2C2C(C(C)C)=CC(C(C)C)=CC=2C(C)C)CCCCC1>[CH:41]1([C:37]2[N:36]=[C:35]([C:15]3[C:14]4[C:18](=[CH:19][CH:20]=[C:12]([C:10]5[S:11][C:7]([C:1]6[CH:6]=[CH:5][CH:4]=[CH:3][CH:2]=6)=[N:8][N:9]=5)[CH:13]=4)[N:17]([S:21]([C:24]4[CH:30]=[CH:29][C:27]([CH3:28])=[CH:26][CH:25]=4)(=[O:23])=[O:22])[CH:16]=3)[CH:40]=[N:39][CH:38]=2)[CH2:43][CH2:42]1 |f:2.3.4.5,6.7.8.9.10|. Reported procedure: To a 20 mL microwave vial was added 5-(5-phenyl-1,3,4-thiadiazol-2-yl)-1-tosyl-1H-indol-3-ylboronic acid (245 mg, 0.515 mmol), dicyclohexyl(2′,4′,6′-triisopropylbiphenyl-2-yl)phosphine (14.7 mg, 0.031 mmol), Pd2(dba)3 (14.2 mg, 0.015 mmol), 2-bromo-6-cyclopropylpyrazine (118 mg, 0.593 mmol) (CombiPhos Catalysts Inc.) and potassium phosphate (328 mg, 1.55 mmol) followed by purging with argon. The solids were treated with dioxane (4.0 mL) and H2O (0.4 mL) and heated in the microwave at 130° C. for... Starting materials: C(N)(=O)C1=C(NC=[N+]1CC1=CC=C(C=C1)[N+](=O)[O-])[O-] (5-carbamoyl-1-(4-nitrobenzyl)imidazolium-4-olate), Br[C@@H]1[C@H](OC(C)=O)[C@@H](OC(C)=O)[C@H](OC(C)=O)[C@H](O1)C(=O)OC (methyl 1-bromo-1-deoxy-2,3,4-tri-O-acetyl-α-D-glucopyranuronate). The product is C(N)(=O)C1=C(N=CN1CC1=CC=C(C=C1)[N+](=O)[O-])O[C@H]1[C@H](OC(C)=O)[C@@H](OC(C)=O)[C@H](OC(C)=O)[C@H](O1)C(=O)OC (methyl 1-O-[5-carbamoyl-1-(4-nitrobenzyl)imidazole-4-yl]-2,3,4-tri-O-acetyl-β-D-glucopyranuronate). As a reaction SMILES: [C:1]([C:4]1[N+:8]([CH2:9][C:10]2[CH:15]=[CH:14][C:13]([N+:16]([O-:18])=[O:17])=[CH:12][CH:11]=2)=[CH:7][NH:6][C:5]=1[O-:19])(=[O:3])[NH2:2].Br[C@H:21]1[O:38][C@H:37]([C:39]([O:41][CH3:42])=[O:40])[C@@H:32]([O:33][C:34](=[O:36])[CH3:35])[C@H:27]([O:28][C:29](=[O:31])[CH3:30])[C@H:22]1[O:23][C:24](=[O:26])[CH3:25]>>[C:1]([C:4]1[N:8]([CH2:9][C:10]2[CH:11]=[CH:12][C:13]([N+:16]([O-:18])=[O:17])=[CH:14][CH:15]=2)[CH:7]=[N:6][C:5]=1[O:19][C@@H:21]1[O:38][C@H:37]([C:39]([O:41][CH3:42])=[O:40])[C@@H:32]([O:33][C:34](=[O:36])[CH3:35])[C@H:27]([O:28][C:29](=[O:31])[CH3:30])[C@H:22]1[O:23][C:24](=[O:26])[CH3:25])(=[O:3])[NH2:2]. Procedure details: Following a procedure similar to that of Example 1 but using 1.442 g of 5-carbamoyl-1-(4-nitrobenzyl)imidazolium-4-olate and 4.37 g of methyl 1-bromo-1-deoxy-2,3,4-tri-O-acetyl-α-D-glucopyranuronate there was obtained methyl 1-O-[5-carbamoyl-1-(4-nitrobenzyl)imidazole-4-yl]-2,3,4-tri-O-acetyl-β-D-glucopyranuronate. The resulting product as such was used as the starting compound in the following Example 19. The reactants are Cl[SiH]1N(C=CN1C(C)(C)C)C(C)(C)C (2-chloro-1,3-di-tert-butyl-1,3-diaza-2-silacyclopent-4-ene), [S-]C#N.[Na+] (sodium thiocyanate). The solvent is O1CCCC1 (tetrahydrofuran). Conditions: time 14 hour. Product: C(C)(C)(C)N1[SiH](N(C=C1)C(C)(C)C)N=C=S (1,3-di-tert-butyl-2-thioisocyanato-1,3-diaza-2-silacyclopent-4-ene). The yield is 90.0%. As a reaction SMILES: Cl[SiH:2]1[N:6]([C:7]([CH3:10])([CH3:9])[CH3:8])[CH:5]=[CH:4][N:3]1[C:11]([CH3:14])([CH3:13])[CH3:12].[S-:15][C:16]#[N:17].[Na+]>O1CCCC1>[C:11]([N:3]1[CH:4]=[CH:5][N:6]([C:7]([CH3:10])([CH3:9])[CH3:8])[SiH:2]1[N:17]=[C:16]=[S:15])([CH3:14])([CH3:13])[CH3:12] |f:1.2|. Procedure details: In an argon atmosphere, 6.10 g (26.2 mmol) of Si(tBuNCHCHNtBu)(H)Cl was dissolved in 20 mL of tetrahydrofuran and after adding 2.15 g (purity: 99%, 26.3 mmol) of sodium thiocyanate, the mixture was stirred at room temperature for 14 hours. Insoluble matters produced were separated by filtration, and the solvent was removed by distillation from the filtrate under atmospheric pressure. The obtained residue was distilled under reduced pressure (distillation temperature: 108° C./3.3×102 Pa) to obtai... Run in C1COCCO1. Yield: 0.0%. The reagents and catalysts are C(=O)([O-])[O-].[Cs+].[Cs+], CC1(C2=C(C(=CC=C2)P(C3=CC=CC=C3)C4=CC=CC=C4)OC5=C1C=CC=C5P(C6=CC=CC=C6)C7=CC=CC=C7)C, C1=CC=C(C=C1)/C=C/C(=O)/C=C/C2=CC=CC=C2.C1=CC=C(C=C1)/C=C/C(=O)/C=C/C2=CC=CC=C2.C1=CC=C(C=C1)/C=C/C(=O)/C=C/C2=CC=CC=C2.[Pd].[Pd]. Procedure: TRIS(DIBENZYLIDENEACETONE)DIPALLADIUM(0) (9.10 mg, 9.94 µmol) was added to 2-bromo-1-methyl-4-nitrobenzene (42.9 mg, 0.20 mmol), 2-methylquinoline-6-carboxamide (37.0 mg, 0.20 mmol), cesium carbonate (194 mg, 0.60 mmol) and (9,9-dimethyl-9H-xanthene-4,5-diyl)bis(diphenylphosphine) (11.50 mg, 0.02 mmol) in dioxane (2 mL) at 20°C under nitrogen. The resulting solution was stirred at 100 °C for 6 hours. Reaction seen to be progressing but very sluggish (5% conversion). Reaction abandoned. Reactants: CC1=NC2=C(C=C1)C=C(C=C2)C(=O)N, CC1=C(C=C(C=C1)[N+](=O)[O-])Br. Conditions: temperature 100 celsius. Product: CC1=C(C=C(C=C1)[N+](=O)[O-])NC(=O)C2=CC3=C(C=C2)N=C(C=C3)C. Reactants: C1(CC1)C(=O)NC1=NC=CC(=C1)OC1=CC=C2CCN(CC2=C1)C(=O)OC(C)(C)C (tert-butyl 7-({2-[(cyclopropylcarbonyl)amino]pyridin-4-yl}oxy)-3,4-dihydroisoquinoline-2(1H)-carboxylate). Solvent: Cl (HCl), O1CCOCC1 (1,4-Dioxane). Conditions: time 30 minute. Product: C1NCCC2=CC=C(C=C12)OC1=CC(=NC=C1)NC(=O)C1CC1 (N-[4-(1,2,3,4-tetrahydroisoquinolin-7-yloxy)pyridin-2-yl]-cyclopropanecarboxamide). RXN SMILES: [CH:1]1([C:4]([NH:6][C:7]2[CH:12]=[C:11]([O:13][C:14]3[CH:23]=[C:22]4[C:17]([CH2:18][CH2:19][N:20](C(OC(C)(C)C)=O)[CH2:21]4)=[CH:16][CH:15]=3)[CH:10]=[CH:9][N:8]=2)=[O:5])[CH2:3][CH2:2]1>Cl.O1CCOCC1>[CH2:21]1[C:22]2[C:17](=[CH:16][CH:15]=[C:14]([O:13][C:11]3[CH:10]=[CH:9][N:8]=[C:7]([NH:6][C:4]([CH:1]4[CH2:2][CH2:3]4)=[O:5])[CH:12]=3)[CH:23]=2)[CH2:18][CH2:19][NH:20]1. Reported procedure: A solution of tert-butyl 7-({2-[(cyclopropylcarbonyl)amino]pyridin-4-yl}oxy)-3,4-dihydroisoquinoline-2(1H)-carboxylate (2.22 g, 0.0051 mol) in 4M of HCl in 1,4-Dioxane (20 mL) was allowed to stir at rt for 30 min. The reaction mixture was concentrated to give N-[4-(1,2,3,4-tetrahydroisoquinolin-7-yloxy)pyridin-2-yl]cyclopropanecarboxamnide. LCMS: (FA) ES+310.3. Reactants: CC#N, C=CCN1CC(C)OC(OCc2cc(C(F)(F)F)cc(C(F)(F)F)c2)C1c1ccccc1, O. Yields the product CC1CNC(c2ccccc2)C(OCc2cc(C(F)(F)F)cc(C(F)(F)F)c2)O1. RXN SMILES: [C:34](#[N:35])[CH3:36].[F:1][C:2]([c:3]1[cH:4][c:5]([CH2:6][O:7][CH:8]2[O:9][CH:10]([CH3:23])[CH2:11][N:12]([CH2:20][CH:21]=[CH2:22])[CH:13]2[c:14]2[cH:15][cH:16][cH:17][cH:18][cH:19]2)[cH:24][c:25]([C:27]([F:28])([F:29])[F:30])[cH:26]1)([F:31])[F:32].[OH2:33]>>[F:1][C:2]([c:3]1[cH:4][c:5]([CH2:6][O:7][CH:8]2[O:9][CH:10]([CH3:23])[CH2:11][NH:12][CH:13]2[c:14]2[cH:15][cH:16][cH:17][cH:18][cH:19]2)[cH:24][c:25]([C:27]([F:28])([F:29])[F:30])[cH:26]1)([F:31])[F:32]. Starting materials: COC(CCNC(C1=CC=C(C=C1)C(CCC(F)(F)F)SC1=CC(=C(C(=C1)C)Br)C)=O)=O (3-{4-[1-(4-bromo-3,5-dimethyl-phenylsulfanyl)-4,4,4-trifluoro-butyl]-benzoylamino}-propionic acid methyl ester), C(C)(C)(C)C1=CC=C(C=C1)B(O)O (4-tert-butyl phenyl boronic acid). Yields the product C(C)(C)(C)C1=CC=C(C=C1)C1=C(C=C(C=C1C)SC(CCC(F)(F)F)C1=CC=C(C(=O)NCCC(=O)O)C=C1)C (3-{4-[1-(4′-tert-butyl-2,6-dimethyl-biphenyl-4-ylsulfanyl)-4,4,4-trifluoro-butyl]-benzoylamino}-propionic acid). As a reaction SMILES: C[O:2][C:3](=[O:32])[CH2:4][CH2:5][NH:6][C:7](=[O:31])[C:8]1[CH:13]=[CH:12][C:11]([CH:14]([S:21][C:22]2[CH:27]=[C:26]([CH3:28])[C:25](Br)=[C:24]([CH3:30])[CH:23]=2)[CH2:15][CH2:16][C:17]([F:20])([F:19])[F:18])=[CH:10][CH:9]=1.[C:33]([C:37]1[CH:42]=[CH:41][C:40](B(O)O)=[CH:39][CH:38]=1)([CH3:36])([CH3:35])[CH3:34]>>[C:33]([C:37]1[CH:42]=[CH:41][C:40]([C:25]2[C:26]([CH3:28])=[CH:27][C:22]([S:21][CH:14]([C:11]3[CH:12]=[CH:13][C:8]([C:7]([NH:6][CH2:5][CH2:4][C:3]([OH:2])=[O:32])=[O:31])=[CH:9][CH:10]=3)[CH2:15][CH2:16][C:17]([F:18])([F:19])[F:20])=[CH:23][C:24]=2[CH3:30])=[CH:39][CH:38]=1)([CH3:36])([CH3:35])[CH3:34]. Procedure details: The title compounds are prepared in a manner substantially similar to Example 367 starting from 3-{4-[1-(4-bromo-3,5-dimethyl-phenylsulfanyl)-4,4,4-trifluoro-butyl]-benzoylamino}-propionic acid methyl ester and 4-tert-butyl phenyl boronic acid. Isomer 1 MS: 570.2 [M−H]−; Isomer 2 MS: 570.2 [M−H]−.